This data is from the Open Reaction Database (ORD), a public repository of structured organic reaction records. The task is: describe an organic reaction: reactants, conditions, products, and yield Starting materials: Cl (HCl), N1=CC(=CC=C1)C=1C=C2CCC(N3C2=C(C1)CC3)=O (8-pyridin-3-yl-1,2,5,6-tetrahydro-pyrrolo[3,2,1-ij]quinoline-4-one), COC=1C=CC(=CC1)P2(=S)SP(=S)(S2)C=3C=CC(=CC3)OC (Lawessons reagent). Solvent: C1CCOC1 (THF), C1(=CC=CC=C1)C (toluene), C1CCOC1 (THF). Product: N1=CC(=CC=C1)C=1C=C2CCC(N3C2=C(C1)CC3)=S (8-Pyridin-3-yl-1,2,5,6-tetrahydro-pyrrolo[3,2,1-ij]quinoline-4-thione), solid. The yield is 16.1%. As a reaction SMILES: [N:1]1[CH:6]=[CH:5][CH:4]=[C:3]([C:7]2[CH:8]=[C:9]3[C:14]4=[C:15]([CH2:17][CH2:18][N:13]4[C:12](=O)[CH2:11][CH2:10]3)[CH:16]=2)[CH:2]=1.COC1C=CC(P2(SP(C3C=CC(OC)=CC=3)(=S)S2)=[S:29])=CC=1.Cl>C1(C)C=CC=CC=1.C1COCC1>[N:1]1[CH:6]=[CH:5][CH:4]=[C:3]([C:7]2[CH:8]=[C:9]3[C:14]4=[C:15]([CH2:17][CH2:18][N:13]4[C:12](=[S:29])[CH2:11][CH2:10]3)[CH:16]=2)[CH:2]=1. Reported procedure: A mixture of 8-pyridin-3-yl-1,2,5,6-tetrahydro-pyrrolo[3,2,1-ij]quinoline-4-one (900 mg, 3.60 mmol) and Lawessons reagent (1.45 g, 3.60 mmol) was refluxed in a mixture of 50 ml toluene and 5 ml THF for 2 h. After evaporation of the solvent under reduced pressure, the residue was purified by flash chromatography on silica gel (hexanes/ethyl acetate, 1/1, Rf=0.25). 8-Pyridin-3-yl-1,2,5,6-tetrahydro-pyrrolo[3,2,1-ij]quinoline-4-thione was obtained as a yellow solid (155 mg, 0.58 mmol, 26%), mp (HCl... Reactants: O=c1cc(OCc2ccc(Br)cn2)ccn1CCc1ccc(CBr)cc1, C1CCNC1, CC#N. Yields the product O=c1cc(OCc2ccc(Br)cn2)ccn1CCc1ccc(CN2CCCC2)cc1. As a reaction SMILES: [Br:1][CH2:2][c:3]1[cH:4][cH:5][c:6]([CH2:9][CH2:10][n:11]2[c:12](=[O:26])[cH:13][c:14]([O:17][CH2:18][c:19]3[n:20][cH:21][c:22]([Br:25])[cH:23][cH:24]3)[cH:15][cH:16]2)[cH:7][cH:8]1.[CH2:27]1[CH2:28][CH2:29][NH:30][CH2:31]1.[CH3:32][C:33]#[N:34]>>[CH2:2]([c:3]1[cH:4][cH:5][c:6]([CH2:9][CH2:10][n:11]2[c:12](=[O:26])[cH:13][c:14]([O:17][CH2:18][c:19]3[n:20][cH:21][c:22]([Br:25])[cH:23][cH:24]3)[cH:15][cH:16]2)[cH:7][cH:8]1)[N:30]1[CH2:29][CH2:28][CH2:27][CH2:31]1.